Dataset: the Open Reaction Database (ORD), a public repository of structured organic reaction records. Task: describe an organic reaction: reactants, conditions, products, and yield Reactants: CC(=O)[O-], CC(=O)O, O=C(OO)c1cccc(Cl)c1, O=C(O)c1cccc(Cl)c1, ClCCl, CS(=O)(=O)c1ccc(C2=C(c3ccc(F)cc3)CC3(CC3)C2)cc1, [Na+], O. The product is CS(=O)(=O)c1ccc(C2=CC3(C=C2c2ccc(F)cc2)CC3)cc1. RXN SMILES: [CH3:47][C:48](=[O:49])[O-:50].[CH3:54][C:55](=[O:56])[OH:57].[Cl:25][c:26]1[cH:27][c:28]([C:32]([O:33][OH:34])=[O:35])[cH:29][cH:30][cH:31]1.[Cl:36][c:37]1[cH:38][c:39]([C:43]([OH:44])=[O:45])[cH:40][cH:41][cH:42]1.[Cl:51][CH2:52][Cl:53].[F:1][c:2]1[cH:3][cH:4][c:5]([C:8]2=[C:14]([c:15]3[cH:16][cH:17][c:18]([S:21](=[O:22])(=[O:23])[CH3:24])[cH:19][cH:20]3)[CH2:13][C:10]3([CH2:9]2)[CH2:11][CH2:12]3)[cH:6][cH:7]1.[Na+:46].[OH2:58]>>[F:1][c:2]1[cH:3][cH:4][c:5]([C:8]2=[CH:9][C:10]3([CH2:11][CH2:12]3)[CH:13]=[C:14]2[c:15]2[cH:16][cH:17][c:18]([S:21](=[O:22])(=[O:23])[CH3:24])[cH:19][cH:20]2)[cH:6][cH:7]1. Reactants: C(C)(=O)OC(C)(C)C (tert-butyl acetate), C(CCC)[Li] (n-butyllithium), CCCCCC (hexane), C(C)(C)NC(C)C (Diisopropylamine), C(=O)C1=CC=C(C(=O)OC)C=C1 (Methyl 4-formylbenzoate), C(C)(=O)O (acetic acid). Run in O1CCCC1 (tetrahydrofuran), O1CCCC1 (tetrahydrofuran). Conditions: temperature 0 celsius, time 10 minute. The product is C(C)(C)(C)OC(=O)CC(O)C1=CC=C(C(=O)OC)C=C1 (Methyl 4-(2-tert-butoxycarbonyl-1-hydroxyethyl)benzoate). The yield is 69.7%. Reaction SMILES: C(NC(C)C)(C)C.C([Li])CCC.CCCCCC.[C:19]([O:22][C:23]([CH3:26])([CH3:25])[CH3:24])(=[O:21])[CH3:20].[CH:27]([C:29]1[CH:38]=[CH:37][C:32]([C:33]([O:35][CH3:36])=[O:34])=[CH:31][CH:30]=1)=[O:28].C(O)(=O)C>O1CCCC1>[C:23]([O:22][C:19]([CH2:20][CH:27]([C:29]1[CH:38]=[CH:37][C:32]([C:33]([O:35][CH3:36])=[O:34])=[CH:31][CH:30]=1)[OH:28])=[O:21])([CH3:26])([CH3:25])[CH3:24]. Procedure: Diisopropylamine (0.55 mL, 3.9 mmol) was dissolved in dry tetrahydrofuran (10 mL), and 2.66 M n-butyllithium in hexane (1.4 mL, 3.6 mmol) was added dropwise at 0° C. The reaction solution was stirred at 0° C. for 10 minutes and cooled to −78° C., and after dropwise addition of tert-butyl acetate (0.58 mL, 4.3 mmol), stirred at −78° C. for 30 minutes. Methyl 4-formylbenzoate (0.70 g, 4.3 mmol) in tetrahydrofuran (6 mL) was added dropwise at −78° C. over 5 minutes, and the reaction solution was st... Reaction SMILES: [CH:1]1([N:4]([CH:25]2[CH2:27][CH2:26]2)[C:5]([C:7]2[N:22]([CH2:23][CH3:24])[C:10]3=[N:11][C:12]([N:19]=[C:20]=[S:21])=[C:13]4[N:17]=[CH:16][N:15]([CH3:18])[C:14]4=[C:9]3[CH:8]=2)=[O:6])[CH2:3][CH2:2]1.C1COCC1.[NH2:33][C:34]1[N:38]([CH3:39])[N:37]=[C:36]([CH3:40])[CH:35]=1.[H-].[Na+]>C(OCC)(=O)C>[CH:25]1([N:4]([CH:1]2[CH2:2][CH2:3]2)[C:5]([C:7]2[N:22]([CH2:23][CH3:24])[C:10]3=[N:11][C:12]([NH:19][C:20]([NH:33][C:34]4[N:38]([CH3:39])[N:37]=[C:36]([CH3:40])[CH:35]=4)=[S:21])=[C:13]4[N:17]=[CH:16][N:15]([CH3:18])[C:14]4=[C:9]3[CH:8]=2)=[O:6])[CH2:26][CH2:27]1 |f:3.4|. Conditions: time 16 hour. Starting materials: C1(CC1)N(C(=O)C1=CC=2C(=NC(=C3C2N(C=N3)C)N=C=S)N1CC)C1CC1 (N,N-dicyclopropyl-6-ethyl-4-isothiocyanato-1-methyl-1,6-dihydroimidazo[4,5-d]pyrrolo[2,3-b]pyridine-7-carboxamide), [H-].[Na+] (sodium hydride), C1CCOC1 (THF), NC1=CC(=NN1C)C (5-Amino-1,3-dimethylpyrazole). Yields the product C1(CC1)N(C(=O)C1=CC=2C(=NC(=C3C2N(C=N3)C)NC(=S)NC3=CC(=NN3C)C)N1CC)C1CC1 (N,N-dicyclopropyl-4-(3-(1,3-dimethyl-1H-pyrazol-5-yl)thioureido)-6-ethyl-1-methyl-1,6-dihydroimidazo[4,5-d]pyrrolo[2,3-b]pyridine-7-carboxamide). Solvent: C(C)(=O)OCC (ethyl acetate). Procedure details: To a flask charged with N,N-dicyclopropyl-6-ethyl-4-isothiocyanato-1-methyl-1,6-dihydroimidazo[4,5-d]pyrrolo[2,3-b]pyridine-7-carboxamide (example 41A, 0.0342 g, 0.090 mmol) was added THF (0.449 mL). 5-Amino-1,3-dimethylpyrazole (0.012 g, 0.108 mmol) was added followed by sodium hydride (3.60 mg, 0.090 mmol). The reaction mixture was stirred at room temperature for 16 h. The reaction mixture was diluted with ethyl acetate and quenched with saturated aqueous sodium bicarbonate. The aqueous layer ... Reactants: FC1=C(C(=O)N(C)OC)C=CC=C1C (2-fluoro-N-methoxy-N,3-dimethylbenzamide), COC1=CC=C(C=C1)[Mg]Br (4-methoxyphenylmagnesium bromide). Product: FC1=C(C=CC=C1C)C(=O)C1=CC=C(C=C1)OC ((2-Fluoro-3-methylphenyl)-(4-methoxyphenyl)-methanone). Reaction SMILES: [F:1][C:2]1[C:13]([CH3:14])=[CH:12][CH:11]=[CH:10][C:3]=1[C:4](N(OC)C)=[O:5].[CH3:15][O:16][C:17]1[CH:22]=[CH:21][C:20]([Mg]Br)=[CH:19][CH:18]=1>>[F:1][C:2]1[C:13]([CH3:14])=[CH:12][CH:11]=[CH:10][C:3]=1[C:4]([C:20]1[CH:21]=[CH:22][C:17]([O:16][CH3:15])=[CH:18][CH:19]=1)=[O:5]. Procedure details: Prepared according to Method A step 2-fluoro-N-methoxy-N,3-dimethylbenzamide (4.8 g, 24 mmol) and 4-methoxyphenylmagnesium bromide (50 mL, 0.5 M in THF) to give 3.7 g of the title compound as a white solid. Reactants: COC(=O)C1N2C(SC1)CC(C2=O)(C2=CC=CC=C2)NC(=O)OC(C)(C)C (6-tert-Butoxycarbonylamino-5-oxo-6-phenyl-hexahydro-pyrrolo[2,1-b]thiazole-3-carboxylic acid methyl ester), N.CO (NH3 MeOH). The solvent is CO (methanol). Reaction conditions: time 2 hour. Product: C(C)(C)(C)OC(NC1(CC2SCC(N2C1=O)C(N)=O)C1=CC=CC=C1)=O ((3-Carbamoyl-5-oxo-6-phenyl-hexahydro-pyrrolo[2,1-b]thiazol-6-yl)-carbamic acid tert-butyl ester). Yield: 97.4%. RXN SMILES: C[O:2][C:3]([CH:5]1[CH2:9][S:8][CH:7]2[CH2:10][C:11]([NH:20][C:21]([O:23][C:24]([CH3:27])([CH3:26])[CH3:25])=[O:22])([C:14]3[CH:19]=[CH:18][CH:17]=[CH:16][CH:15]=3)[C:12](=[O:13])[N:6]12)=O.[NH3:28].CO>CO>[C:24]([O:23][C:21](=[O:22])[NH:20][C:11]1([C:14]2[CH:15]=[CH:16][CH:17]=[CH:18][CH:19]=2)[C:12](=[O:13])[N:6]2[CH:7]([S:8][CH2:9][CH:5]2[C:3](=[O:2])[NH2:28])[CH2:10]1)([CH3:25])([CH3:26])[CH3:27] |f:1.2|. Procedure details: To a solution of compound 16 (500 mg, 1.28 mmol) in methanol (10 mL) was added NH3-MeOH (10 mL) at room temperature and stirred for 2 h. The solvent was removed in vacuo and afford compound 17 (470 mg, 97.4%). 1H NMR (400 MHz, CDCl3) δ1.42 (s, 9 H), 3.05-3.08 (m, 1 H), 3.35-3.37 (m, 1 H), 3.37-3.49 (m, 1 H), 3.75-3.80 (m, 1 H), 4.89 (bs, 1 H), 4.98 (bs, 1 H), 5.43 (bs, 2 H), 6.57 (bs, 1 H), 7.37-7.50 (m, 5 H). MS (M+1): 378. Starting materials: C(C)OC(C(CC1=C(C=C(C=C1)O)C)OCC)=O ([rac]-2-ethoxy-3-(4-hydroxy-2-methyl-phenyl)-propionic acid ethyl ester), O=P(Cl)(Cl)Cl (POCl3), C([O-])([O-])=O.[Cs+].[Cs+] (cesium carbonate), ClCC=1N=C(OC1C)C1=CC=C(C=C1)C(F)(F)F (4-chloromethyl-5-methyl-2-(4-trifluoromethyl-phenyl)-oxazole), FC(C1=CC=C(C=O)C=C1)(F)F (4-trifluoromethyl-benzaldehyde), [I-].[K+] (potassium iodide). Product: C(C)OC(C(CC1=C(C=C(C=C1)OCC=1N=C(OC1C)C1=CC=C(C=C1)C(F)(F)F)C)OCC)=O ([rac]-2-ethoxy-3-{2-methyl-4-[5-methyl-2-(4-trifluoromethyl-phenyl)-oxazol-4-ylmethoxy]-phenyl}-propionic acid ethyl ester). RXN SMILES: [CH2:1]([O:3][C:4](=[O:18])[CH:5]([O:15][CH2:16][CH3:17])[CH2:6][C:7]1[CH:12]=[CH:11][C:10]([OH:13])=[CH:9][C:8]=1[CH3:14])[CH3:2].Cl[CH2:20][C:21]1[N:22]=[C:23]([C:27]2[CH:32]=[CH:31][C:30]([C:33]([F:36])([F:35])[F:34])=[CH:29][CH:28]=2)[O:24][C:25]=1[CH3:26].FC(F)(F)C1C=CC(C=O)=CC=1.O=P(Cl)(Cl)Cl.C(=O)([O-])[O-].[Cs+].[Cs+].[I-].[K+]>>[CH2:1]([O:3][C:4](=[O:18])[CH:5]([O:15][CH2:16][CH3:17])[CH2:6][C:7]1[CH:12]=[CH:11][C:10]([O:13][CH2:20][C:21]2[N:22]=[C:23]([C:27]3[CH:28]=[CH:29][C:30]([C:33]([F:36])([F:35])[F:34])=[CH:31][CH:32]=3)[O:24][C:25]=2[CH3:26])=[CH:9][C:8]=1[CH3:14])[CH3:2] |f:4.5.6,7.8|. Procedure details: In analogy to the procedure described in example 1 f], [rac]-2-ethoxy-3-(4-hydroxy-2-methyl-phenyl)-propionic acid ethyl ester (example 34 b]) was reacted with 4-chloromethyl-5-methyl-2-(4-trifluoromethyl-phenyl)-oxazole (prepared from 4-trifluoromethyl-benzaldehyde and diacetyl monoxyme followed by treatment with POCl3 in analogy to the procedures described in examples 2 a] and b]) in the presence of cesium carbonate and potassium iodide to yield [rac]-2-ethoxy-3-{2-methyl-4-[5-methyl-2-(4-trif... Reactants: COc1ccc(C2(C(=O)O)CC2)cc1, Cl, C1CCOC1. Yields the product O=C(O)C1(c2ccc(O)cc2)CC1. As a reaction SMILES: [CH3:1][O:2][c:3]1[cH:4][cH:5][c:6]([C:9]2([C:12](=[O:13])[OH:14])[CH2:10][CH2:11]2)[cH:7][cH:8]1.[ClH:15].[O:16]1[CH2:17][CH2:18][CH2:19][CH2:20]1>>[OH:2][c:3]1[cH:4][cH:5][c:6]([C:9]2([C:12](=[O:13])[OH:14])[CH2:10][CH2:11]2)[cH:7][cH:8]1. Starting materials: ClC1=NC=C(C=C1)Br (2-chloro-5-bromopyridine), FC1=CC=C(C=C1)C(CN)(C)C (2-(4-fluorophenyl)-2-methylpropan-1-amine), CCN(C(C)C)C(C)C (DIPEA). The solvent is C1(=CC=CC=C1)C (toluene). Reaction conditions: temperature 80 celsius, time 12 hour. Yields the product BrC=1C=NC(=NC1)NCC(C)(C)C1=CC=C(C=C1)F (5-bromo-N-(2-(4-fluorophenyl)-2-methylpropyl)pyrimidin-2-amine). Yield: 39.7%. As a reaction SMILES: Cl[C:2]1C=[CH:6][C:5]([Br:8])=[CH:4][N:3]=1.[F:9][C:10]1[CH:15]=[CH:14][C:13]([C:16]([CH3:20])([CH3:19])[CH2:17][NH2:18])=[CH:12][CH:11]=1.CC[N:23](C(C)C)C(C)C>C1(C)C=CC=CC=1>[Br:8][C:5]1[CH:4]=[N:3][C:2]([NH:18][CH2:17][C:16]([C:13]2[CH:12]=[CH:11][C:10]([F:9])=[CH:15][CH:14]=2)([CH3:20])[CH3:19])=[N:23][CH:6]=1. Reported procedure: To a 20 dram vial was added 2-chloro-5-bromopyridine (440 mg, 2.3 mmol, 1.1 equiv), 2-(4-fluorophenyl)-2-methylpropan-1-amine (350 mg, 2.1 mmol, 1.0 equiv), DIPEA (1.0 mL, 5.7 mmol, 2.7 equiv), and toluene (5 mL). The vial was heated in an oil bath to 80° C. and stirred for 12 h, concentrated, and purified by silica gel column chromatography (0-30% EtOAc/hexanes) to give 270 mg (40%) of 5-bromo-N-(2-(4-fluorophenyl)-2-methylpropyl)pyrimidin-2-amine as a white solid. The reactants are C(C1=CC=CC=C1)OC(CBr)=O (benzyl-2-bromoacetate), [Li] (Lithium), C(C1=CC=CC=C1)#N (benzonitrile), CC(C)(C)O (t-BuOH), [Cl-].[NH4+] (ammonium chloride). The solvent is N (NH3), N (NH3), C1CCOC1 (THF). Run at time 15 minute. The product is C(C1=CC=CC=C1)OC(CC1(C=CCC=C1)C#N)=O ((1-Cyanocylcohexa-2,5-dienyl)acetic Acid Benzyl Ester). Isolated yield 72.9%. As a reaction SMILES: [Li].[C:2](#[N:9])[C:3]1[CH:8]=[CH:7][CH:6]=[CH:5][CH:4]=1.CC(O)(C)C.[CH2:15]([O:22][C:23](=[O:26])[CH2:24]Br)[C:16]1[CH:21]=[CH:20][CH:19]=[CH:18][CH:17]=1.[Cl-].[NH4+]>N.C1COCC1>[CH2:15]([O:22][C:23](=[O:26])[CH2:24][C:3]1([C:2]#[N:9])[CH:8]=[CH:7][CH2:6][CH:5]=[CH:4]1)[C:16]1[CH:21]=[CH:20][CH:19]=[CH:18][CH:17]=1 |f:4.5,^1:0|. Procedure: Lithium (0.17 g, 24 mmol) was added in portions to a stirred solution of benzonitrile (0.99 mL, 1.0 g, 9.7 mmol) and t-BuOH (0.93 mL, 0.72 g, 9.7 mmol) in NH3 (50 mL) and THF (10 mL) under N2 at −78° C. After stirring for 15 minutes, benzyl-2-bromoacetate (3.1 mL, 4.5 g, 20 mmol) was added dropwise. After 1 hour, ammonium chloride (4.0 g, 75 mmol) was added in portions. The reaction mixture was slowly warmed to room temperature while the NH3 was removed with a stream of N2. Water (25 mL) was add... Procedure: Reaction of 4-(3-methoxypyridin-4-yl)cyclohexanone (prepared by the reaction of 4-bromo-3-methoxypyridine with 8-(4,4,5,5-Tetramethyl-[1,3,2]dioxaborolan-2-yl)-1,4-dioxa-spiro[4.5]dec-7-ene using the sequence described in Example 1 Step A-C) with N-(azetidin-3-yl)-2-((6-(trifluoromethyl)quinazolin-4-yl)amino)acetamide (as prepared in Example 1 Step G) in the presence of TEA and NaBH(OAc)3 as described in Example 1, Step H afforded the product. The product is COC=1C=NC=CC1C1CCC(CC1)N1CC(C1)NC(CNC1=NC=NC2=CC=C(C=C12)C(F)(F)F)=O (N-(1-(4-(3-methoxypyridin-4-yl)cyclohexyl)azetidin-3-yl)-2-((6-(trifluoromethyl)quinazolin-4-yl)amino)acetamide). Reaction SMILES: [CH3:1][O:2][C:3]1[CH:4]=[N:5][CH:6]=[CH:7][C:8]=1[CH:9]1[CH2:14][CH2:13][C:12](=O)[CH2:11][CH2:10]1.BrC1C=CN=CC=1OC.CC1(C)C(C)(C)OB(C2CCC3(OCCO3)CC=2)O1.[NH:44]1[CH2:47][CH:46]([NH:48][C:49](=[O:66])[CH2:50][NH:51][C:52]2[C:61]3[C:56](=[CH:57][CH:58]=[C:59]([C:62]([F:65])([F:64])[F:63])[CH:60]=3)[N:55]=[CH:54][N:53]=2)[CH2:45]1.[BH-](OC(C)=O)(OC(C)=O)OC(C)=O.[Na+]>>[CH3:1][O:2][C:3]1[CH:4]=[N:5][CH:6]=[CH:7][C:8]=1[CH:9]1[CH2:14][CH2:13][CH:12]([N:44]2[CH2:45][CH:46]([NH:48][C:49](=[O:66])[CH2:50][NH:51][C:52]3[C:61]4[C:56](=[CH:57][CH:58]=[C:59]([C:62]([F:63])([F:65])[F:64])[CH:60]=4)[N:55]=[CH:54][N:53]=3)[CH2:47]2)[CH2:11][CH2:10]1 |f:4.5|. Starting materials: COC=1C=NC=CC1C1CCC(CC1)=O (4-(3-methoxypyridin-4-yl)cyclohexanone), N1CC(C1)NC(CNC1=NC=NC2=CC=C(C=C12)C(F)(F)F)=O (N-(azetidin-3-yl)-2-((6-(trifluoromethyl)quinazolin-4-yl)amino)acetamide), BrC1=C(C=NC=C1)OC (4-bromo-3-methoxypyridine), CC1(OB(OC1(C)C)C1=CCC2(OCCO2)CC1)C (8-(4,4,5,5-Tetramethyl-[1,3,2]dioxaborolan-2-yl)-1,4-dioxa-spiro[4.5]dec-7-ene), [BH-](OC(=O)C)(OC(=O)C)OC(=O)C.[Na+] (NaBH(OAc)3).